From a dataset of the Open Reaction Database (ORD), a public repository of structured organic reaction records. describe an organic reaction: reactants, conditions, products, and yield Starting materials: BrCC(=O)C1=CC=C(C=C1)CCNC(C(F)(F)F)=O (N-{2-{4-(2-bromoacetyl)phenyl}ethyl}-2,2,2,-trifluoroacetamide), ( c ), NC(=S)N (thiourea). The solvent is C(C)(C)O (isopropanol). Product: NC=1SC=C(N1)C1=CC=C(C=C1)CCNC(C(F)(F)F)=O (N-{2-{4-(2-Amino-4-thiazolyl)phenyl}ethyl}-2,2,2-trifluoroacetamide). Reaction SMILES: Br[CH2:2][C:3]([C:5]1[CH:10]=[CH:9][C:8]([CH2:11][CH2:12][NH:13][C:14](=[O:19])[C:15]([F:18])([F:17])[F:16])=[CH:7][CH:6]=1)=O.[NH2:20][C:21]([NH2:23])=[S:22]>C(O)(C)C>[NH2:23][C:21]1[S:22][CH:2]=[C:3]([C:5]2[CH:10]=[CH:9][C:8]([CH2:11][CH2:12][NH:13][C:14](=[O:19])[C:15]([F:18])([F:17])[F:16])=[CH:7][CH:6]=2)[N:20]=1. Procedure details: The title compound: A solution of N-{2-{4-(2-bromoacetyl)phenyl}ethyl}-2,2,2,-trifluoroacetamide (1.00 g, 2.96 mmol), prepared in the preceding section (c), and thiourea (225 mg, 2.96 mmol) in isopropanol (30 mL) was heated at reflux for 1 h. The reaction mixture was concentrated under reduced pressure. The residue was dissolved in a mixture of EtOAc and aqueous 10% HCl and the phases were separated. The aqueous layer was washed with EtOAc then rendered basic with solid K2CO3. The resulting mixt...